This data is from the Open Reaction Database (ORD), a public repository of structured organic reaction records. The task is: describe an organic reaction: reactants, conditions, products, and yield Reactants: CCOC(=O)c1cc(C)c2cc(Br)ccc2n1, CCOC(C)=O, CC(C)c1onc(-c2c(Cl)cccc2Cl)c1COc1ccc(B2OC(C)(C)C(C)(C)O2)cc1, [K+], [K+], [K+], C1COCCO1, O, O=P([O-])([O-])[O-], c1ccc(P(c2ccccc2)c2ccccc2)cc1. The product is CCOC(=O)c1cc(C)c2cc(-c3ccc(OCc4c(-c5c(Cl)cccc5Cl)noc4C(C)C)cc3)ccc2n1. RXN SMILES: [Br:1][c:2]1[cH:3][c:4]2[c:5]([CH3:17])[cH:6][c:7]([C:12](=[O:13])[O:14][CH2:15][CH3:16])[n:8][c:9]2[cH:10][cH:11]1.[CH3:78][CH2:79][O:80][C:81](=[O:82])[CH3:83].[Cl:18][c:19]1[c:20](-[c:26]2[n:27][o:28][c:29]([CH:48]([CH3:49])[CH3:50])[c:30]2[CH2:31][O:32][c:33]2[cH:34][cH:35][c:36]([B:39]3[O:40][C:41]([CH3:42])([CH3:43])[C:44]([CH3:45])([CH3:46])[O:47]3)[cH:37][cH:38]2)[c:21]([Cl:25])[cH:22][cH:23][cH:24]1.[K+:75].[K+:76].[K+:77].[O:85]1[CH2:86][CH2:87][O:88][CH2:89][CH2:90]1.[OH2:84].[P:70]([O-:71])([O-:72])([O-:73])=[O:74].[c:51]1([P:52]([c:53]2[cH:54][cH:55][cH:56][cH:57][cH:58]2)[c:59]2[cH:60][cH:61][cH:62][cH:63][cH:64]2)[cH:65][cH:66][cH:67][cH:68][cH:69]1>>[c:2]1(-[c:36]2[cH:35][cH:34][c:33]([O:32][CH2:31][c:30]3[c:26](-[c:20]4[c:19]([Cl:18])[cH:24][cH:23][cH:22][c:21]4[Cl:25])[n:27][o:28][c:29]3[CH:48]([CH3:49])[CH3:50])[cH:38][cH:37]2)[cH:3][c:4]2[c:5]([CH3:17])[cH:6][c:7]([C:12](=[O:13])[O:14][CH2:15][CH3:16])[n:8][c:9]2[cH:10][cH:11]1. Starting materials: Cl.CN(CCCCC)CCC(=O)O (3-(N-Methyl-N-pentylamino)propanoic acid hydrochloride), P(O)(O)O (Phosphorous acid), P(Cl)(Cl)Cl (phosphorous trichloride). Solvent: C1(=CC=CC=C1)C (toluene), polyethylene glycol 400. Run at temperature 57.5 celsius, time 10 hour. The product is CCCCCN(C)CCC(O)(P(=O)(O)O)P(=O)(O)O (Ibandronic acid). As a reaction SMILES: Cl.[CH3:2][N:3]([CH2:9][CH2:10][C:11]([OH:13])=O)[CH2:4][CH2:5][CH2:6][CH2:7][CH3:8].[P:14]([OH:17])([OH:16])[OH:15].P(Cl)(Cl)Cl>C1(C)C=CC=CC=1>[CH3:8][CH2:7][CH2:6][CH2:5][CH2:4][N:3]([CH2:9][CH2:10][C:11]([P:14]([OH:17])([OH:16])=[O:15])([P:14]([OH:17])([OH:16])=[O:15])[OH:13])[CH3:2] |f:0.1|. Procedure: 3-(N-Methyl-N-pentylamino)propanoic acid hydrochloride (100 g) was suspended in toluene (300 mL) and polyethylene glycol 400 (120 mL). Phosphorous acid (43.01 g 1.1 eq.) was added to the mixture. The mixture was warmed and phosphorous trichloride (98.22 g, 1.5 eq.) was added at a rate such that the temperature remained below 60° C. The mixture was stirred for 10 hours at 55-60° C. whereupon it was quenched by adding water (450 mL). The water addition was controlled to maintain a reaction tempera... Reactants: C(C)(C)SC=1C(=NC=CC1)[C@@H]1N(CC[C@H]1C(=O)OCC)C(=O)OC(C)(C)C (trans-1-tert-Butyl 3-ethyl 2-(3-(isopropylthio)pyridin-2-yl)pyrrolidine-1,3-dicarboxylate), OOS(=O)[O-].[K+] (Oxone), O (water). The solvent is CCO (EtOH), CCOC(=O)C (EtOAc). Conditions: time 18 hour. Yields the product C(C)(C)S(=O)(=O)C=1C(=NC=CC1)[C@@H]1N(CC[C@H]1C(=O)OCC)C(=O)OC(C)(C)C (trans-1-tert-Butyl 3-ethyl 2-(3-(isopropylsulfonyl)pyridin-2-yl)pyrrolidine-1,3-dicarboxylate). Isolated yield 90.0%. RXN SMILES: [CH:1]([S:4][C:5]1[C:6]([C@H:11]2[C@H:15]([C:16]([O:18][CH2:19][CH3:20])=[O:17])[CH2:14][CH2:13][N:12]2[C:21]([O:23][C:24]([CH3:27])([CH3:26])[CH3:25])=[O:22])=[N:7][CH:8]=[CH:9][CH:10]=1)([CH3:3])[CH3:2].[OH:28]OS([O-])=O.[K+].[OH2:34]>CCO.CCOC(C)=O>[CH:1]([S:4]([C:5]1[C:6]([C@H:11]2[C@H:15]([C:16]([O:18][CH2:19][CH3:20])=[O:17])[CH2:14][CH2:13][N:12]2[C:21]([O:23][C:24]([CH3:27])([CH3:25])[CH3:26])=[O:22])=[N:7][CH:8]=[CH:9][CH:10]=1)(=[O:28])=[O:34])([CH3:3])[CH3:2] |f:1.2|. Reported procedure: To 65D (1.51 g, 3.83 mmol) in EtOH (25 mL) at 0° C. was added Oxone® (3.53 g, 1.5 eq.) in water (25 mL). The mixture was stirred from 0° C. to rt over 18 h. It was quenched with sat. NaHCO3 and Na2S2O3. The precipitate was removed by filtration and the filtrate was condensed, diluted with EtOAc and washed with brine. The organic layer was dried over Na2SO4. After removal of solvent, the crude was purified by silica column chromatography using gradient EtOAc in hexanes to give 65F (1.51 g, 90% yi... The reactants are CCOC(=O)C(C#N)=CNc1ccc(C)cn1, O=c1c(-c2nnn[nH]2)cnc2ccccn12. Yields the product Cc1ccc2ncc(-c3nnn[nH]3)c(=O)n2c1. Reaction SMILES: [C:17]([C:18](=[CH:19][NH:20][c:21]1[cH:22][cH:23][c:24]([CH3:25])[cH:26][n:27]1)[C:28]([O:29][CH2:30][CH3:31])=[O:32])#[N:33].[nH:1]1[n:2][n:3][n:4][c:5]1-[c:6]1[cH:7][n:8][c:9]2[n:10]([c:11]1=[O:12])[cH:13][cH:14][cH:15][cH:16]2>>[nH:1]1[n:2][n:3][n:4][c:5]1-[c:6]1[cH:7][n:8][c:9]2[n:10]([c:11]1=[O:12])[cH:13][c:14]([CH3:17])[cH:15][cH:16]2.